From a dataset of the Open Reaction Database (ORD), a public repository of structured organic reaction records. describe an organic reaction: reactants, conditions, products, and yield Starting materials: ice water, S(O)(O)(=O)=O (sulfuric acid), [N+](=O)(O)[O-] (nitric acid), BrC=1C=CC2=C(S(C3=C2C=CC=C3)=O)C1 (3-bromodibenzothiophene-5-oxide). Run in C(C)(=O)O (acetic acid). Conditions: temperature 10 celsius, time 2 hour. Yields the product BrC=1C=CC2=C(S(C3=C2C=CC(=C3)[N+](=O)[O-])=O)C1 (3-bromo-7-nitrodibenzothiophene-5-oxide). RXN SMILES: [Br:1][C:2]1[CH:3]=[CH:4][C:5]2[C:9]3[CH:10]=[CH:11][CH:12]=[CH:13][C:8]=3[S:7](=[O:14])[C:6]=2[CH:15]=1.S(=O)(=O)(O)O.[N+:21]([O-])([OH:23])=[O:22]>C(O)(=O)C>[Br:1][C:2]1[CH:3]=[CH:4][C:5]2[C:9]3[CH:10]=[CH:11][C:12]([N+:21]([O-:23])=[O:22])=[CH:13][C:8]=3[S:7](=[O:14])[C:6]=2[CH:15]=1. Reported procedure: A flask equipped with a stirrer and a thermometer was charged with 69.8 g of glacial acetic acid and 27.9 g of 3-bromodibenzothiophene-5-oxide prepared in Example 1-1 in a nitrogen atmosphere, and cooled to 10° C. 239.8 g of concentrated sulfuric acid was added dropwise, and the resulting mixture was cooled to −2° C. Then 72.0 g of 70 wt % nitric acid was added dropwise at −2 to 8° C., and the resulting mixture was stirred at or below 5° C. for 2 hours. The reaction mass was poured into 1200 g o... Starting materials: O=S(=O)(c1ccccc1)n1ccc2cc(Br)cnc21, C1CCOC1, CC(C)[N-]C(C)C, CCOC(C)=O, C[Si](C)(C)Cl, [Li+]. Product: C[Si](C)(C)c1cc2cc(Br)cnc2n1S(=O)(=O)c1ccccc1. As a reaction SMILES: [Br:1][c:2]1[cH:3][c:4]2[c:5]([n:6][cH:7]1)[n:8]([S:11](=[O:12])(=[O:13])[c:14]1[cH:15][cH:16][cH:17][cH:18][cH:19]1)[cH:9][cH:10]2.[CH2:39]1[O:40][CH2:41][CH2:42][CH2:43]1.[CH3:21][CH:22]([N-:23][CH:24]([CH3:25])[CH3:26])[CH3:27].[CH3:33][CH2:34][O:35][C:36](=[O:37])[CH3:38].[Cl:28][Si:29]([CH3:30])([CH3:31])[CH3:32].[Li+:20]>>[Br:1][c:2]1[cH:3][c:4]2[c:5]([n:6][cH:7]1)[n:8]([S:11](=[O:12])(=[O:13])[c:14]1[cH:15][cH:16][cH:17][cH:18][cH:19]1)[c:9]([Si:29]([CH3:30])([CH3:31])[CH3:32])[cH:10]2. The reactants are C1(=C(C=CC=C1)N)N (o-phenylene diamine), CCN=C=NCCCN(C)C (EDCI), C=1C=CC2=C(C1)N=NN2O (HOBt), TEA, C(C)(C)(C)OC(=O)NCC1=CC=C(C(=O)O)C=C1 (4-((t-butoxycarbonylamino)methyl)benzoic acid). The solvent is CN(C)C=O (DMF). Product: C(C)(C)(C)OC(NCC1=CC=C(C=C1)C(NC1=C(C=CC=C1)N)=O)=O (t-butyl-4-(2-aminophenylcarbamoyl)benzylcarbamate). Yield: 55.7%. RXN SMILES: [C:1]([O:5][C:6]([NH:8][CH2:9][C:10]1[CH:18]=[CH:17][C:13]([C:14]([OH:16])=O)=[CH:12][CH:11]=1)=[O:7])([CH3:4])([CH3:3])[CH3:2].[C:19]1([NH2:26])[CH:24]=[CH:23][CH:22]=[CH:21][C:20]=1[NH2:25].CCN=C=NCCCN(C)C.C1C=CC2N(O)N=NC=2C=1>CN(C=O)C>[C:1]([O:5][C:6](=[O:7])[NH:8][CH2:9][C:10]1[CH:11]=[CH:12][C:13]([C:14](=[O:16])[NH:25][C:20]2[CH:21]=[CH:22][CH:23]=[CH:24][C:19]=2[NH2:26])=[CH:17][CH:18]=1)([CH3:2])([CH3:3])[CH3:4]. Procedure: To a suspension of 4-((t-butoxycarbonylamino)methyl)benzoic acid (6.08 g, 24.2 mmol) in DMF was added o-phenylene diamine (2.9 g, 29 mmol), EDCI (9.3 g, 48.4 mmol) and HOBt (3.8 g, 24.2 mmol). TEA (11.8 mL, 84.8 mmol) was added drop wise with constant stirring to the above reaction mixture, which was stirred at room temperature overnight. Subsequently, the reaction mixture was evaporated to half its volume; the resulting solution was dissolved in ethyl acetate, washed successively with saturated... Procedure details: A stirred solution of ethyl 2-(5-bromo-3-((tetrahydro-2H-pyran-4-yl)methylamino)pyrazin-2-ylamino)acetate (1.474 g, 3.95 mmol) in acetic acid (13 mL) in a sealed vessel was heated at 120° C. in an oil bath for 2 h. The acetic acid was removed under reduced pressure. The residue was partitioned between ethyl acetate and saturated aqueous sodium bicarbonate, shaken and the layers separated. The water layer was extracted twice with ethyl acetate. The combined organics were dried over magnesium sulf... Reaction SMILES: [Br:1][C:2]1[N:3]=[C:4]([NH:15][CH2:16][CH:17]2[CH2:22][CH2:21][O:20][CH2:19][CH2:18]2)[C:5]([NH:8][CH2:9][C:10](OCC)=[O:11])=[N:6][CH:7]=1>C(O)(=O)C>[Br:1][C:2]1[N:3]=[C:4]2[N:15]([CH2:16][CH:17]3[CH2:22][CH2:21][O:20][CH2:19][CH2:18]3)[C:10](=[O:11])[CH2:9][NH:8][C:5]2=[N:6][CH:7]=1. Product: BrC1=CN=C2C(=N1)N(C(CN2)=O)CC2CCOCC2 (7-Bromo-1-((tetrahydro-2H-pyran-4-yl)methyl)-3,4-dihydropyrazino[2,3-b]pyrazin-2(1H)-one). Run in C(C)(=O)O (acetic acid). The yield is 68.1%. The reactants are BrC=1N=C(C(=NC1)NCC(=O)OCC)NCC1CCOCC1 (ethyl 2-(5-bromo-3-((tetrahydro-2H-pyran-4-yl)methylamino)pyrazin-2-ylamino)acetate).